Dataset: the Open Reaction Database (ORD), a public repository of structured organic reaction records. Task: describe an organic reaction: reactants, conditions, products, and yield Starting materials: ClC1=C(CN2C3=C(NCC2)N=CC(=C3)I)C(=CC=C1F)F (1-(2-Chloro-3,6-difluorobenzyl)-7-iodo-1,2,3,4-tetrahydropyrido[2,3-b]pyrazine), N1(CCCC1)C1CCN(CC1)C(=O)C1=CC=C(C=C1)B1OC(C(O1)(C)C)(C)C ((4-(pyrrolidin-1-yl)piperidin-1-yl)-[4-(4,4,5,5-tetramethyl-[1,3,2]dioxaborolan-2-yl)phenyl]methanone). Yields the product ClC1=C(CN2C3=C(NCC2)N=CC(=C3)C3=CC=C(C=C3)C(=O)N3CCC(CC3)N3CCCC3)C(=CC=C1F)F ({4-[1-(2-Chloro-3,6-difluorobenzyl)-1,2,3,4-tetrahydropyrido[2,3-b]pyrazin-7-yl]phenyl}-(4-(pyrrolidin-1-yl)piperidin-1-yl)methanone). The yield is 36.0%. Reaction SMILES: [Cl:1][C:2]1[C:19]([F:20])=[CH:18][CH:17]=[C:16]([F:21])[C:3]=1[CH2:4][N:5]1[CH2:10][CH2:9][NH:8][C:7]2[N:11]=[CH:12][C:13](I)=[CH:14][C:6]1=2.[N:22]1([CH:27]2[CH2:32][CH2:31][N:30]([C:33]([C:35]3[CH:40]=[CH:39][C:38](B4OC(C)(C)C(C)(C)O4)=[CH:37][CH:36]=3)=[O:34])[CH2:29][CH2:28]2)[CH2:26][CH2:25][CH2:24][CH2:23]1>>[Cl:1][C:2]1[C:19]([F:20])=[CH:18][CH:17]=[C:16]([F:21])[C:3]=1[CH2:4][N:5]1[CH2:10][CH2:9][NH:8][C:7]2[N:11]=[CH:12][C:13]([C:38]3[CH:39]=[CH:40][C:35]([C:33]([N:30]4[CH2:29][CH2:28][CH:27]([N:22]5[CH2:23][CH2:24][CH2:25][CH2:26]5)[CH2:32][CH2:31]4)=[O:34])=[CH:36][CH:37]=3)=[CH:14][C:6]1=2. Procedure: 1-(2-Chloro-3,6-difluorobenzyl)-7-iodo-1,2,3,4-tetrahydropyrido[2,3-b]pyrazine (42 mg) was reacted with (4-(pyrrolidin-1-yl)piperidin-1-yl)-[4-(4,4,5,5-tetramethyl-[1,3,2]dioxaborolan-2-yl)phenyl]methanone as in General Procedure 4A to give the title compound as a pale yellow foam (36% yield). M.p. 93-95° C., LCMS: m/z=553.00 (M+H+), 1H-NMR (CDCl3, 400 MHz) δ 1.75-1.85 (m, 5H), 1.87-2.04 (m, 2H), 2.22-2.33 (m, 1H), 2.88-3.08 (m, 2H), 3.28-3.33 (m, 2H), 3.52-3.58 (m, 2H), 3.82-3.90 (m, 1H), 4.53 ... Reactants: Nc1cc(Cl)c(Cc2cnc3ccccc3c2)c(Cl)c1, O=S(=O)(Cl)c1ccc(C(F)(F)F)cc1Cl, c1ccncc1. Product: O=S(=O)(Nc1cc(Cl)c(Cc2cnc3ccccc3c2)c(Cl)c1)c1ccc(C(F)(F)F)cc1Cl. RXN SMILES: [Cl:1][c:2]1[cH:3][c:4]([NH2:20])[cH:5][c:6]([Cl:19])[c:7]1[CH2:8][c:9]1[cH:10][n:11][c:12]2[cH:13][cH:14][cH:15][cH:16][c:17]2[cH:18]1.[Cl:21][c:22]1[c:23]([S:32](=[O:33])(=[O:34])[Cl:35])[cH:24][cH:25][c:26]([C:28]([F:29])([F:30])[F:31])[cH:27]1.[cH:36]1[cH:37][cH:38][n:39][cH:40][cH:41]1>>[Cl:1][c:2]1[cH:3][c:4]([NH:20][S:32]([c:23]2[c:22]([Cl:21])[cH:27][c:26]([C:28]([F:29])([F:30])[F:31])[cH:25][cH:24]2)(=[O:33])=[O:34])[cH:5][c:6]([Cl:19])[c:7]1[CH2:8][c:9]1[cH:10][n:11][c:12]2[cH:13][cH:14][cH:15][cH:16][c:17]2[cH:18]1. The reactants are C(C)OC(C(C(=O)OCC)C1CCN(CC1)C(=O)OC(C)(C)C)=O (2-(1-(tert-butoxycarbonyl)piperidin-4-yl)malonic acid diethyl ester), [Li+].[BH4-] (LiBH4), Cl (HCl). Solvent: C1CCOC1 (THF), C1(=CC=CC=C1)C (toluene). Run at temperature 60 celsius, time 24 hour. Product: C(C)(C)(C)OC(=O)N1CCC(CC1)C(CO)CO (4-(2-Hydroxy-1-(hydroxymethyl)ethyl)piperidine-1-carboxylic acid tert-butyl ester). Yield: 62.0%. Reaction SMILES: C([O:3][C:4](=O)[CH:5]([CH:11]1[CH2:16][CH2:15][N:14]([C:17]([O:19][C:20]([CH3:23])([CH3:22])[CH3:21])=[O:18])[CH2:13][CH2:12]1)[C:6](OCC)=[O:7])C.[Li+].[BH4-].Cl>C1COCC1.C1(C)C=CC=CC=1>[C:20]([O:19][C:17]([N:14]1[CH2:15][CH2:16][CH:11]([CH:5]([CH2:4][OH:3])[CH2:6][OH:7])[CH2:12][CH2:13]1)=[O:18])([CH3:23])([CH3:22])[CH3:21] |f:1.2|. Procedure: To a solution of 2-(1-(tert-butoxycarbonyl)piperidin-4-yl)malonic acid diethyl ester (14.6 g, 0.043 mol) in anhydrous THF (100 mL) and anhydrous toluene (100 mL), LiBH4 (2.1 g. 0.96 mol) was added portion wise. The resulting mixture was heated at 60° C. for 17 h, then stirred at ambient temperature for 24 h. The reaction mixture was slowly added to aqueous HCl (0.1 M, 350 mL) and then extracted with EtOAc. The organic layer was separated and washed with brine, then dried (MgSO4) and concentrated... Starting materials: C(CCC)C=1N(C(N(N1)C1=C(C=C(C=C1)[N+](=O)[O-])C(F)(F)F)=O)CC1=CC=C(C=C1)C1=C(C=CC=C1)S(NC(C)(C)C)(=O)=O (5-n-butyl-4-[[2'-(N-t-butylsulfamoyl)biphenyl-4-yl]methyl]-2,4-dihydro-2-[4-nitro-2-(trifluoromethyl)phenyl]-3H-1,2,4-triazol-3-one), C(Cl)Cl (CH2Cl2). Run in CO (MeOH). The product is C(CCC)C=1N(C(N(N1)C1=C(C=C(C=C1)[N+](=O)[O-])C(F)(F)F)=O)CC1=CC=C(C=C1)C1=C(C=CC=C1)S(N)(=O)=O (5-n-Butyl-2,4-dihydro-2-[4-nitro-2-(trifluoromethyl)phenyl]-4-[(2'-sulfamoylbiphenyl-4-yl)methyl]-3H-1,2,4-triazol-3-one). Isolated yield 69.0%. As a reaction SMILES: [CH2:1]([C:5]1[N:6]([CH2:24][C:25]2[CH:30]=[CH:29][C:28]([C:31]3[CH:36]=[CH:35][CH:34]=[CH:33][C:32]=3[S:37](=[O:44])(=[O:43])[NH:38]C(C)(C)C)=[CH:27][CH:26]=2)[C:7](=[O:23])[N:8]([C:10]2[CH:15]=[CH:14][C:13]([N+:16]([O-:18])=[O:17])=[CH:12][C:11]=2[C:19]([F:22])([F:21])[F:20])[N:9]=1)[CH2:2][CH2:3][CH3:4].C(Cl)Cl>CO>[CH2:1]([C:5]1[N:6]([CH2:24][C:25]2[CH:30]=[CH:29][C:28]([C:31]3[CH:36]=[CH:35][CH:34]=[CH:33][C:32]=3[S:37](=[O:44])(=[O:43])[NH2:38])=[CH:27][CH:26]=2)[C:7](=[O:23])[N:8]([C:10]2[CH:15]=[CH:14][C:13]([N+:16]([O-:18])=[O:17])=[CH:12][C:11]=2[C:19]([F:20])([F:22])[F:21])[N:9]=1)[CH2:2][CH2:3][CH3:4]. Reported procedure: The title compound was prepared from 5-n-butyl-4-[[2'-(N-t-butylsulfamoyl)biphenyl-4-yl]methyl]-2,4-dihydro-2-[4-nitro-2-(trifluoromethyl)phenyl]-3H-1,2,4-triazol-3-one (from Step B) according to the procedure of Example 13, Step B, and was obtained in 69% yield as a cream-colored solid, mp 218°-220° C., homogenous by TLC (19:1 CH2Cl2 --MeOH); mass spectrum (FAB) m/e 576 (M+1)+. Reactants: [N+](=O)([O-])[O-].[Na+] (Sodium nitrate), FC1=C(C(=CC(=C1)I)I)O (2-fluoro-4,6-diiodophenol), ice water. Solvent: C(C)(=O)O (acetic acid). Reaction conditions: time 15 minute. Yields the product FC1=C(C(=CC(=C1)I)[N+](=O)[O-])O (2-fluoro-4-iodo-6-nitrophenol). As a reaction SMILES: [N+:1]([O-:4])([O-])=[O:2].[Na+].[F:6][C:7]1[CH:12]=[C:11]([I:13])[CH:10]=[C:9](I)[C:8]=1[OH:15]>C(O)(=O)C>[F:6][C:7]1[CH:12]=[C:11]([I:13])[CH:10]=[C:9]([N+:1]([O-:4])=[O:2])[C:8]=1[OH:15] |f:0.1|. Procedure: Sodium nitrate (4.3 g) was added in portions over 1 hour to a solution of 2-fluoro-4,6-diiodophenol (16.3 g) in acetic acid (100 ml). The mixture was stirred for a further 15 minutes and was then poured into ice water (250 ml). The aqueous solution was concentrated under reduced pressure, extracted with chloroform and the organic solvent removed under reduced pressure. The residue was steam distilled to give 2-fluoro-4-iodo-6-nitrophenol which crystallised from aqueous ethanol (1.8 g) m.p. 96°. The solvent is O1CCOCC1 (dioxane), O (water). The reactants are ClC=1C=CC=2N(N1)C(=NN2)CNC2=CC=NC1=CC(=CN=C21)OC (N-((6-chloro-[1,2,4]triazolo[4,3-b]pyridazin-3-yl)methyl)-7-methoxy-1,5-naphthyridin-4-amine), ClC1=C(C=CC(=C1)B1OC(C(O1)(C)C)(C)C)C(C)NC(OC(C)(C)C)=O (tert-butyl 1-(2-chloro-4-(4,4,5,5-tetramethyl-1,3,2-dioxaborolan-2-yl)phenyl)ethylcarbamate), C([O-])([O-])=O.[Cs+].[Cs+] (cesium carbonate). The reagents and catalysts are C1=CC=C(C=C1)[PH+](C2=CC=CC=C2)[C]3[CH][CH][CH][CH]3.C1=CC=C(C=C1)[PH+](C2=CC=CC=C2)[C]3[CH][CH][CH][CH]3.C(Cl)Cl.Cl[Pd]Cl.[Fe] (dichloro[1,1′bis(diphenylphoshino)ferrocene]palladium(ii)dichloromethane adduct). Conditions: temperature 100 celsius, time 30 minute. Yields the product N1=CC=C(C2=NC=CC=C12)N (1,5-naphthyridin-4-amine). Procedure: A suspension of N-((6-chloro-[1,2,4]triazolo[4,3-b]pyridazin-3-yl)methyl)-7-methoxy-1,5-naphthyridin-4-amine (300 mg, 878 μmol), tert-butyl 1-(2-chloro-4-(4,4,5,5-tetramethyl-1,3,2-dioxaborolan-2-yl)phenyl)ethylcarbamate (419 mg, 1097 μmol), dichloro[1,1′bis(diphenylphoshino)ferrocene]palladium(ii)dichloromethane adduct (193 mg, 263 μmol), cesium carbonate (1144 mg, 3511 μmol) in dioxane (6 mL) and water (1 mL) was sparged with argon for 10 min then heated to 100° C. for 20 h with stirring. Reac... RXN SMILES: ClC1C=CC2N(C(C[NH:12][C:13]3[C:22]4[C:17](=[CH:18][C:19](OC)=[CH:20][N:21]=4)[N:16]=[CH:15][CH:14]=3)=NN=2)N=1.ClC1C=C(B2OC(C)(C)C(C)(C)O2)C=CC=1C(NC(=O)OC(C)(C)C)C.C(=O)([O-])[O-].[Cs+].[Cs+]>O1CCOCC1.O.C1C=CC([PH+]([C]2[CH][CH][CH][CH]2)C2C=CC=CC=2)=CC=1.C1C=CC([PH+]([C]2[CH][CH][CH][CH]2)C2C=CC=CC=2)=CC=1.C(Cl)Cl.Cl[Pd]Cl.[Fe]>[N:16]1[C:17]2[C:22](=[N:21][CH:20]=[CH:19][CH:18]=2)[C:13]([NH2:12])=[CH:14][CH:15]=1 |f:2.3.4,7.8.9.10.11,^1:68,69,70,71,72,86,87,88,89,90|. Reactants: [Al+3], CC(C)=O, CCOC(=O)CC1COc2ccc(Cl)cc2N1, [H-], [H-], [H-], [H-], [Li+], [Na+], C1CCOC1, [OH-], O. Product: OCCC1COc2ccc(Cl)cc2N1. As a reaction SMILES: [Al+3:2].[CH3:24][C:25](=[O:26])[CH3:27].[Cl:7][c:8]1[cH:9][cH:10][c:11]2[c:12]([cH:23]1)[NH:13][CH:14]([CH2:17][C:18](=[O:19])[O:20][CH2:21][CH3:22])[CH2:15][O:16]2.[H-:1].[H-:4].[H-:5].[H-:6].[Li+:3].[Na+:29].[O:30]1[CH2:31][CH2:32][CH2:33][CH2:34]1.[OH-:28].[OH2:35]>>[Cl:7][c:8]1[cH:9][cH:10][c:11]2[c:12]([cH:23]1)[NH:13][CH:14]([CH2:17][CH2:18][OH:19])[CH2:15][O:16]2. Reactants: CN, [Cl-], O=C(O)C1CC(=O)N(c2ccc(CCc3cccc(F)c3)cc2)C1. The product is CNC(=O)C1CC(=O)N(c2ccc(CCc3cccc(F)c3)cc2)C1. Reaction SMILES: [CH3:26][NH2:27].[Cl-:25].[F:1][c:2]1[cH:3][c:4]([CH2:8][CH2:9][c:10]2[cH:11][cH:12][c:13]([N:16]3[CH2:17][CH:18]([C:22](=[O:23])[OH:24])[CH2:19][C:20]3=[O:21])[cH:14][cH:15]2)[cH:5][cH:6][cH:7]1>>[F:1][c:2]1[cH:3][c:4]([CH2:8][CH2:9][c:10]2[cH:11][cH:12][c:13]([N:16]3[CH2:17][CH:18]([C:22](=[O:24])[NH:27][CH3:26])[CH2:19][C:20]3=[O:21])[cH:14][cH:15]2)[cH:5][cH:6][cH:7]1.